Dataset: the Open Reaction Database (ORD), a public repository of structured organic reaction records. Task: describe an organic reaction: reactants, conditions, products, and yield Reactants: CC(=O)[O-], CC(=O)CC(C)=O, CCO, Cl, O=N[O-], Nc1cccc(F)c1, [Na+], [Na+], O. Product: CC(=O)C(=NNc1cccc(F)c1)C(C)=O. As a reaction SMILES: [CH3:14][C:15](=[O:16])[O-:17].[CH3:18][C:19](=[O:20])[CH2:21][C:22]([CH3:23])=[O:24].[CH3:27][CH2:28][OH:29].[ClH:26].[N:9]([O-:10])=[O:11].[NH2:1][c:2]1[cH:3][cH:4][cH:5][c:6]([F:7])[cH:8]1.[Na+:12].[Na+:13].[OH2:25]>>[NH:1]([c:2]1[cH:3][cH:4][cH:5][c:6]([F:7])[cH:8]1)[N:9]=[C:21]([C:19]([CH3:18])=[O:20])[C:22]([CH3:23])=[O:24]. The reactants are Al2O3, C1COCCOCCOCCOCCOCCO1 (18-Crown-6), FC1=C(C#N)C=CC(=C1)CN1C=NC=C1 (2-fluoro-4-imidazol-1-ylmethyl-benzonitrile), C(C)C1(C(NCCCC1)=O)C1=CC(=CC=C1)O (3-ethyl-3-(3-hydroxy-phenyl)-azepan-2-one), [F-].[K+] (KF). Solvent: CC#N (CH3CN). Yields the product C(C)C1(C(NCCCC1)=O)C=1C=C(OC2=C(C#N)C=CC(=C2)CN2C=NC=C2)C=CC1 (2-[3-(3-ethyl-2-oxo-azepan-3-yl)-phenoxy]-4-imidazol-1-ylmethyl-benzonitrile). Reaction SMILES: F[C:2]1[CH:9]=[C:8]([CH2:10][N:11]2[CH:15]=[CH:14][N:13]=[CH:12]2)[CH:7]=[CH:6][C:3]=1[C:4]#[N:5].[CH2:16]([C:18]1([C:26]2[CH:31]=[CH:30][CH:29]=[C:28]([OH:32])[CH:27]=2)[CH2:24][CH2:23][CH2:22][CH2:21][NH:20][C:19]1=[O:25])[CH3:17].[F-].[K+].C1OCCOCCOCCOCCOCCOC1>CC#N>[CH2:16]([C:18]1([C:26]2[CH:27]=[C:28]([CH:29]=[CH:30][CH:31]=2)[O:32][C:2]2[CH:9]=[C:8]([CH2:10][N:11]3[CH:15]=[CH:14][N:13]=[CH:12]3)[CH:7]=[CH:6][C:3]=2[C:4]#[N:5])[CH2:24][CH2:23][CH2:22][CH2:21][NH:20][C:19]1=[O:25])[CH3:17] |f:2.3|. Procedure: 2-Fluoro-4-imidazol-1-ylmethyl-benzonitrile (as described in Example 1, Step E) (0.065 g, 0.325 mmol), 3-ethyl-3-(3-hydroxy-phenyl)-azepan-2-one (as described in Step B above) (0.076 g, 0.325 mmol), KF.Al2O3 (0.091 g) and 18-Crown-6 (0.008 g, 0.030 mmol) were refluxed in CH3CN (8 mL) under Ar for 72 h. The solution was filtered, concentrated in vacuo, and purified using SiO2 chromatography (0.5-3.0% MeOH/CH2Cl2). The compound was treated with 1N HCl ethereal solution to give the title compound. Reactants: O=C([O-])[O-], BrCc1ccccc1, CNCC1OCc2ccc(S(C)(=O)=O)cc2O1, CCOC(C)=O, [K+], [K+]. Product: CN(Cc1ccccc1)CC1OCc2ccc(S(C)(=O)=O)cc2O1. RXN SMILES: [C:26](=[O:27])([O-:28])[O-:29].[CH2:18]([c:19]1[cH:20][cH:21][cH:22][cH:23][cH:24]1)[Br:25].[CH3:1][NH:2][CH2:3][CH:4]1[O:5][CH2:6][c:7]2[c:8]([cH:10][c:11]([S:14](=[O:15])(=[O:16])[CH3:17])[cH:12][cH:13]2)[O:9]1.[CH3:32][CH2:33][O:34][C:35]([CH3:36])=[O:37].[K+:30].[K+:31]>>[CH3:1][N:2]([CH2:3][CH:4]1[O:5][CH2:6][c:7]2[c:8]([cH:10][c:11]([S:14](=[O:15])(=[O:16])[CH3:17])[cH:12][cH:13]2)[O:9]1)[CH2:18][c:19]1[cH:20][cH:21][cH:22][cH:23][cH:24]1. The product is CCN1CCC(Oc2ccc3ccn(-c4cc(C(=O)NC5CC5)ccc4C)c(=O)c3c2)CC1. The reactants are O=C([O-])[O-], CCOC(C)=O, Cc1ccc(C(=O)NC2CC2)cc1-n1ccc2ccc(OC3CCNCC3)cc2c1=O, CCI, [K+], [K+], CN(C)C=O. As a reaction SMILES: [C:35](=[O:36])([O-:37])[O-:38].[CH3:46][CH2:47][O:48][C:49](=[O:50])[CH3:51].[CH:1]1([NH:4][C:5]([c:6]2[cH:7][c:8](-[n:13]3[c:14](=[O:30])[c:15]4[cH:16][c:17]([O:23][CH:24]5[CH2:25][CH2:26][NH:27][CH2:28][CH2:29]5)[cH:18][cH:19][c:20]4[cH:21][cH:22]3)[c:9]([CH3:12])[cH:10][cH:11]2)=[O:31])[CH2:2][CH2:3]1.[I:32][CH2:33][CH3:34].[K+:39].[K+:40].[O:41]=[CH:42][N:43]([CH3:44])[CH3:45]>>[CH:1]1([NH:4][C:5]([c:6]2[cH:7][c:8](-[n:13]3[c:14](=[O:30])[c:15]4[cH:16][c:17]([O:23][CH:24]5[CH2:25][CH2:26][N:27]([CH2:33][CH3:34])[CH2:28][CH2:29]5)[cH:18][cH:19][c:20]4[cH:21][cH:22]3)[c:9]([CH3:12])[cH:10][cH:11]2)=[O:31])[CH2:2][CH2:3]1. Starting materials: BrC=1C=C2C(=CC=NC2=CC1)NC(=O)NC1=NC(=CC=C1)C(F)(F)F (1-(6-bromo-quinolin-4-yl)-3-(6-trifluoromethyl-pyridin-2-yl)-urea), CC1(OB(OC1(C)C)C1=CCN(CC1)C(=O)OC(C)(C)C)C (tert-butyl 4-(4,4,5,5-tetramethyl-1,3,2-dioxaborolan-2-yl)-5,6-dihydropyridine-1(2H)-carboxylate), C([O-])([O-])=O.[Na+].[Na+] (sodium carbonate). Reagents/catalysts: C=1C=CC(=CC1)[P](C=2C=CC=CC2)(C=3C=CC=CC3)[Pd]([P](C=4C=CC=CC4)(C=5C=CC=CC5)C=6C=CC=CC6)([P](C=7C=CC=CC7)(C=8C=CC=CC8)C=9C=CC=CC9)[P](C=1C=CC=CC1)(C=1C=CC=CC1)C=1C=CC=CC1 (tetrakis(triphenylphosphine)palladium(0)). Run in CN(C)C=O (DMF). Reaction conditions: temperature 80 celsius, time 1 hour. Yields the product FC(C1=CC=CC(=N1)NC(NC1=CC=NC2=CC=C(C=C12)C=1CCN(CC1)C(=O)OC(C)(C)C)=O)(F)F (tert-Butyl 4-{4-[3-(6-trifluoromethyl-pyridin-2-yl)-ureido]quinolin-6-yl}-3,6-dihydro-2H-pyridine-1-carboxylate), powder. Isolated yield 106.7%. As a reaction SMILES: Br[C:2]1[CH:3]=[C:4]2[C:9](=[CH:10][CH:11]=1)[N:8]=[CH:7][CH:6]=[C:5]2[NH:12][C:13]([NH:15][C:16]1[CH:21]=[CH:20][CH:19]=[C:18]([C:22]([F:25])([F:24])[F:23])[N:17]=1)=[O:14].CC1(C)C(C)(C)OB([C:34]2[CH2:39][CH2:38][N:37]([C:40]([O:42][C:43]([CH3:46])([CH3:45])[CH3:44])=[O:41])[CH2:36][CH:35]=2)O1.C(=O)([O-])[O-].[Na+].[Na+]>CN(C=O)C.C1C=CC([P]([Pd]([P](C2C=CC=CC=2)(C2C=CC=CC=2)C2C=CC=CC=2)([P](C2C=CC=CC=2)(C2C=CC=CC=2)C2C=CC=CC=2)[P](C2C=CC=CC=2)(C2C=CC=CC=2)C2C=CC=CC=2)(C2C=CC=CC=2)C2C=CC=CC=2)=CC=1>[F:23][C:22]([F:25])([F:24])[C:18]1[N:17]=[C:16]([NH:15][C:13](=[O:14])[NH:12][C:5]2[C:4]3[C:9](=[CH:10][CH:11]=[C:2]([C:34]4[CH2:39][CH2:38][N:37]([C:40]([O:42][C:43]([CH3:46])([CH3:45])[CH3:44])=[O:41])[CH2:36][CH:35]=4)[CH:3]=3)[N:8]=[CH:7][CH:6]=2)[CH:21]=[CH:20][CH:19]=1 |f:2.3.4,^1:62,64,83,102|. Procedure details: 1.500 g of 1-(6-bromo-quinolin-4-yl)-3-(6-trifluoromethyl-pyridin-2-yl)-urea (3.65 mmol), 1.692 g of tert-butyl 4-(4,4,5,5-tetramethyl-1,3,2-dioxaborolan-2-yl)-5,6-dihydropyridine-1(2H)-carboxylate (5.47 mmol), 0.422 g of tetrakis(triphenylphosphine)palladium(0) (0.365 mmol) and 8.21 ml of a 2M sodium carbonate solution (16.42 mmol) were dissolved/suspended in 32 ml DMF in a microwave vessel, flushed with vacuum/argon, and subsequently heated in the microwave for 1 h at 80° C. HPLC/MSD indicated... The reactants are Clc1cc(-c2ccc3c(c2)CCCO3)nc2ccccc12, NCC(O)CO. The product is Cl, OCC(O)CNc1cc(-c2ccc3c(c2)CCCO3)nc2ccccc12. Reaction SMILES: [Cl:1][c:2]1[cH:3][c:4](-[c:12]2[cH:13][c:14]3[c:19]([cH:20][cH:21]2)[O:18][CH2:17][CH2:16][CH2:15]3)[n:5][c:6]2[cH:7][cH:8][cH:9][cH:10][c:11]12.[NH2:22][CH2:23][CH:24]([CH2:25][OH:26])[OH:27]>>[ClH:1].[c:2]1([NH:22][CH2:23][CH:24]([CH2:25][OH:26])[OH:27])[cH:3][c:4](-[c:12]2[cH:13][c:14]3[c:19]([cH:20][cH:21]2)[O:18][CH2:17][CH2:16][CH2:15]3)[n:5][c:6]2[cH:7][cH:8][cH:9][cH:10][c:11]12.